Dataset: the Open Reaction Database (ORD), a public repository of structured organic reaction records. Task: describe an organic reaction: reactants, conditions, products, and yield Starting materials: C1=CC=CCC1 (1,3-cyclohexadiene), [B](C1CC2CC(C1C)C2(C)C)C3CC4CC(C3C)C4(C)C (diisopinocampheylborane), diene, C[N+](C)(C)[O-] (trimethylamine-N-oxide), lithium tert-butyl, C1(C=CCCC1)O ((-)-2-cyclohexen-1-ol), C1(CC=CCC1)O (3-cyclohexen-1-ol), 11B, CC1=CC[C@@H]2C[C@H]1C2(C)C ((+)-α-pinene), [B](C1CC2CC(C1C)C2(C)C)C3CC4CC(C3C)C4(C)C (diisopinocampheylborane). The solvent is O1CCCC1 (tetrahydrofuran). Conditions: temperature -25 celsius, time 12 hour. The product is [B](C1CC2CC(C1C)C2(C)C)C3CC4CC(C3C)C4(C)C (Diisopinocampheylborane), CC(C)=C (Isobutylene). RXN SMILES: [CH3:1][C:2]1[C@@H:7]2C(C)(C)[C@@H](C2)C[CH:3]=1.[B:11]([CH:22]1[CH:27]([CH3:28])[CH:26]2[C:29]([CH3:31])([CH3:30])[CH:24]([CH2:25]2)[CH2:23]1)[CH:12]1[CH:17]([CH3:18])[CH:16]2[C:19]([CH3:21])([CH3:20])[CH:14]([CH2:15]2)[CH2:13]1.C1CCC=CC=1.C[N+]([O-])(C)C.C1(O)CCCC=C1.C1(O)CCC=CC1>O1CCCC1>[B:11]([CH:12]1[CH:17]([CH3:18])[CH:16]2[C:19]([CH3:20])([CH3:21])[CH:14]([CH2:15]2)[CH2:13]1)[CH:22]1[CH:27]([CH3:28])[CH:26]2[C:29]([CH3:31])([CH3:30])[CH:24]([CH2:25]2)[CH2:23]1.[CH3:3][C:2](=[CH2:1])[CH3:7] |^1:10,61|. Procedure details: Diisopinocampheylborane was prepared by the method of H. C. Brown et al., Israel J. Chem. 15, 12 (1977) from (+)-α-pinene. To the stirred suspension of diisopinocampheylborane (25 mmol) in tetrahydrofuran at -25° C. was added dropwise 2.4 mL (25 mmol) of 1,3-cyclohexadiene. Monohydroboration of the diene was complete after stirring the reaction mixture at -25° C. for 12 hours, as indicated by the disappearance of the solid diisopinocampheylborane and 11B NMR (δ+80) examination of the solution. T... RXN SMILES: [Br:17][CH2:18][CH2:19][CH2:20][C:21]([O:22][CH3:23])([O:24][CH3:25])[O:26][CH3:27].[CH3:4][O:5][C:6]1([CH2:13][CH2:14][C:15]#[CH:16])[O:7][CH:8]([O:11][CH3:12])[CH:9]=[CH:10]1.[Li:1].[NH2-:2].[NH3:3].[O:28]1[CH2:29][CH2:30][CH2:31][CH2:32]1>>[CH3:4][O:5][C:6]1([CH2:13][CH2:14][C:15]#[C:16][CH2:18][CH2:19][CH2:20][C:21]([O:22][CH3:23])([O:24][CH3:25])[O:26][CH3:27])[O:7][CH:8]([O:11][CH3:12])[CH:9]=[CH:10]1. The product is COC1C=CC(CCC#CCCCC(OC)(OC)OC)(OC)O1. Starting materials: COC(CCCBr)(OC)OC, C#CCCC1(OC)C=CC(OC)O1, [Li], [NH2-], N, C1CCOC1. Reactants: [H][H] (hydrogen), CC1=C(C=C(C=C1)C=CC1=CC=CC=C1)[N+](=O)[O-] (1-Methyl-2-nitro-4-styryl-benzene). Reagents/catalysts: [Pd] (palladium on charcoal). Solvent: C(C)O (ethanol). Yields the product CC1=C(C=C(C=C1)CCC1=CC=CC=C1)N (2-Methyl-5-phenethyl-phenylamine), oil. The yield is 96.0%. RXN SMILES: [CH3:1][C:2]1[CH:7]=[CH:6][C:5]([CH:8]=[CH:9][C:10]2[CH:15]=[CH:14][CH:13]=[CH:12][CH:11]=2)=[CH:4][C:3]=1[N+:16]([O-])=O.[H][H]>[Pd].C(O)C>[CH3:1][C:2]1[CH:7]=[CH:6][C:5]([CH2:8][CH2:9][C:10]2[CH:11]=[CH:12][CH:13]=[CH:14][CH:15]=2)=[CH:4][C:3]=1[NH2:16]. Reported procedure: A mixture of the product from Example 241A (0.166 g, 0.694 mmol) and 10% palladium on charcoal (18.4 mg, 0.025 eq), in ethanol (10 mL) was stirred under one atmosphere of hydrogen for 16 hours. The reaction mixture was then filtered through Celite and the solvent evaporated under reduced pressure to provide the title compound as a slightly red oil (0.141 g, 96% yield). The reactants are N-Aryl-benzenesulfonamides, NC1=C(C=C(C=C1)Cl)C(=O)C=1C=NC(=CC1)C ((2-Amino-5-chloro-phenyl)-(6-methyl-pyridin-3-yl)-methanone), C(C)(C)OC1=CC=C(C=C1)S(=O)(=O)Cl (4-isopropoxy-benzenesulfonyl chloride). Yields the product ClC1=CC(=C(C=C1)NS(=O)(=O)C1=CC=C(C=C1)OC(C)C)C(=O)C=1C=NC(=CC1)C (N-[4-Chloro-2-(6-methyl-pyridine-3-carbonyl)-phenyl]-4-isopropoxy-benzenesulfonamide). Reaction SMILES: [NH2:1][C:2]1[CH:7]=[CH:6][C:5]([Cl:8])=[CH:4][C:3]=1[C:9]([C:11]1[CH:12]=[N:13][C:14]([CH3:17])=[CH:15][CH:16]=1)=[O:10].[CH:18]([O:21][C:22]1[CH:27]=[CH:26][C:25]([S:28](Cl)(=[O:30])=[O:29])=[CH:24][CH:23]=1)([CH3:20])[CH3:19]>>[Cl:8][C:5]1[CH:6]=[CH:7][C:2]([NH:1][S:28]([C:25]2[CH:24]=[CH:23][C:22]([O:21][CH:18]([CH3:20])[CH3:19])=[CH:27][CH:26]=2)(=[O:30])=[O:29])=[C:3]([C:9]([C:11]2[CH:12]=[N:13][C:14]([CH3:17])=[CH:15][CH:16]=2)=[O:10])[CH:4]=1. Procedure details: The title compound was prepared according to the general procedure for the synthesis of N-Aryl-benzenesulfonamides previously described using (2-Amino-5-chloro-phenyl)-(6-methyl-pyridin-3-yl)-methanone and 4-isopropoxy-benzenesulfonyl chloride and purified by HPLC. 1H NMR (CDCl3) δ 9.67 (br s, 1H, NH), 8.45 (d, 1H, J=1.8 Hz), 7.75 (d, 1H, J=8.8 Hz), 7.68 (dd, 1H, J=8.0 Hz, J=2.2 Hz), 7.55 (d, 2H, J=9.0 Hz), 7.50 (dd, 1H, J=8.8 Hz, J=2.6 Hz), 7.32 (d, 1H, J=2.6 Hz), 7.24 (d, 1H, J=8.0 Hz), 6.68 (... Starting materials: C1=NC(=CC2=CC=CC=C12)C(=O)O (isoquinoline-3-caboxylic acid), NCCCN1C(=NC=2C(=NC=3C=CC=CC3C21)N)CCOC (1-(3-aminopropyl)-2-(2-methoxyethyl)-1H-imidazo[4,5-c]quinolin-4-amine). Yields the product NC1=NC=2C=CC=CC2C2=C1N=C(N2CCCNC(=O)C=2N=CC1=CC=CC=C1C2)CCOC (N-{3-[4-amino-2-(2-methoxyethyl)-1H-imidazo[4,5-c]quinolin-1-yl]propyl}isoquinoline-3-carboxamide). Isolated yield 57.1%. Reaction SMILES: [CH:1]1[C:10]2[C:5](=[CH:6][CH:7]=[CH:8][CH:9]=2)[CH:4]=[C:3]([C:11]([OH:13])=O)[N:2]=1.[NH2:14][CH2:15][CH2:16][CH2:17][N:18]1[C:30]2[C:29]3[CH:28]=[CH:27][CH:26]=[CH:25][C:24]=3[N:23]=[C:22]([NH2:31])[C:21]=2[N:20]=[C:19]1[CH2:32][CH2:33][O:34][CH3:35]>>[NH2:31][C:22]1[C:21]2[N:20]=[C:19]([CH2:32][CH2:33][O:34][CH3:35])[N:18]([CH2:17][CH2:16][CH2:15][NH:14][C:11]([C:3]3[N:2]=[CH:1][C:10]4[C:5]([CH:4]=3)=[CH:6][CH:7]=[CH:8][CH:9]=4)=[O:13])[C:30]=2[C:29]2[CH:28]=[CH:27][CH:26]=[CH:25][C:24]=2[N:23]=1. Procedure details: Using the general method of Example 188 isoquinoline-3-caboxylic acid (1.05 g, 6.06 mmol) was reacted with 1-(3-aminopropyl)-2-(2-methoxyethyl)-1H-imidazo[4,5-c]quinolin-4-amine (1.50 g, 5.01 mmol) to provide 1.30 g of N-{3-[4-amino-2-(2-methoxyethyl)-1H-imidazo[4,5-c]quinolin-1-yl]propyl}isoquinoline-3-carboxamide as a white foam, m.p. 198.0-198.5° C. Analysis: Calculated for C26H26N6O2: % C, 68.71; % H, 5.77; % N, 18.49. Found: % C, 68.39; % H, 5.83; % N, 18.63. The yield is 85.0%. Starting materials: COC1=CC=C(C=C1)N1C(O[C@](C1)(C)COC1=CC=C(C#N)C=C1)=O (4-[(S)-(+)-3-(4-methoxyphenyl)-5-methyl-2-oxooxazolidin-5-yl]methoxybenzonitrile), compound 49, COC1=CC=C(C=C1)N1C(O[C@@H]([C@@H]1C)COC1=CC=C(C#N)C=C1)=O (4-[(4S, 5S)-(-)-3-(4-methoxyphenyl)-4-methyl-2-oxooxazolidin-5-yl]methoxybenzonitrile). Yields the product COC1=CC=C(C=C1)N1C(O[C@](C1)(C)COC1=CC=C(C=O)C=C1)=O (4-[(S)-(+)-3-(4-methoxyphenyl)-5-methyl-2-oxooxazolidin-5-yl]methoxybenzaldehyde). Procedure details: The same procedure of Example 16 was repeated except that 4-[(S)-(+)-3-(4-methoxyphenyl)-5-methyl-2-oxooxazolidin-5-yl]methoxybenzonitrile obtained in Reference Example 16 was used in lieu of 4-[(4S, 5S)-(-)-3-(4-methoxyphenyl)-4-methyl-2-oxooxazolidin-5-yl]methoxybenzonitrile to give the title compound (compound 49) as an oil (yield 85%). Reaction SMILES: [CH3:1][O:2][C:3]1[CH:8]=[CH:7][C:6]([N:9]2[CH2:13][C@:12]([CH2:15][O:16][C:17]3[CH:24]=[CH:23][C:20]([C:21]#N)=[CH:19][CH:18]=3)([CH3:14])[O:11][C:10]2=[O:25])=[CH:5][CH:4]=1.C[O:27]C1C=CC(N2[C@@H](C)[C@@H](COC3C=CC(C#N)=CC=3)OC2=O)=CC=1>>[CH3:1][O:2][C:3]1[CH:8]=[CH:7][C:6]([N:9]2[CH2:13][C@:12]([CH2:15][O:16][C:17]3[CH:24]=[CH:23][C:20]([CH:21]=[O:27])=[CH:19][CH:18]=3)([CH3:14])[O:11][C:10]2=[O:25])=[CH:5][CH:4]=1. The reactants are CC(=O)Oc1cc(S(=O)(=O)C(F)(F)F)ccc1OCC1CO1, [K+], C1COCCO1, [OH-]. Yields the product O=S(=O)(c1ccc2c(c1)OC(CO)CO2)C(F)(F)F. As a reaction SMILES: [C:1](=[O:2])([CH3:3])[O:4][c:5]1[c:6]([O:18][CH2:19][CH:20]2[O:21][CH2:22]2)[cH:7][cH:8][c:9]([S:11](=[O:12])(=[O:13])[C:14]([F:15])([F:16])[F:17])[cH:10]1.[K+:24].[O:25]1[CH2:26][CH2:27][O:28][CH2:29][CH2:30]1.[OH-:23]>>[O:4]1[c:5]2[c:6]([cH:7][cH:8][c:9]([S:11](=[O:12])(=[O:13])[C:14]([F:15])([F:16])[F:17])[cH:10]2)[O:18][CH2:19][CH:20]1[CH2:22][OH:21]. The reactants are CN(C)C=O, [Li+], [Na+], [OH-], O, O=C([O-])O, O=C(O)CS, CCOC(=O)CCc1ccc(N(Cc2ccc(OC(c3ccccc3)c3ccccc3)c(CC(C)C)c2)S(=O)(=O)c2ccccc2[N+](=O)[O-])cc1F. Yields the product CCOC(=O)CCc1ccc(NCc2ccc(OC(c3ccccc3)c3ccccc3)c(CC(C)C)c2)cc1F. As a reaction SMILES: [CH3:66][N:67]([CH3:68])[CH:69]=[O:70].[Li+:60].[Na+:61].[OH-:59].[OH2:58].[OH:62][C:63](=[O:64])[O-:65].[SH:53][CH2:54][C:55]([OH:56])=[O:57].[c:1]1([CH:7]([O:8][c:9]2[c:10]([CH2:43][CH:44]([CH3:45])[CH3:46])[cH:11][c:12]([CH2:13][N:14]([c:15]3[cH:16][c:17]([F:28])[c:18]([CH2:21][CH2:22][C:23](=[O:24])[O:25][CH2:26][CH3:27])[cH:19][cH:20]3)[S:29]([c:30]3[cH:31][cH:32][cH:33][cH:34][c:35]3[N+:36]([O-:37])=[O:38])(=[O:39])=[O:40])[cH:41][cH:42]2)[c:47]2[cH:48][cH:49][cH:50][cH:51][cH:52]2)[cH:2][cH:3][cH:4][cH:5][cH:6]1>>[c:1]1([CH:7]([O:8][c:9]2[c:10]([CH2:43][CH:44]([CH3:45])[CH3:46])[cH:11][c:12]([CH2:13][NH:14][c:15]3[cH:16][c:17]([F:28])[c:18]([CH2:21][CH2:22][C:23](=[O:24])[O:25][CH2:26][CH3:27])[cH:19][cH:20]3)[cH:41][cH:42]2)[c:47]2[cH:48][cH:49][cH:50][cH:51][cH:52]2)[cH:2][cH:3][cH:4][cH:5][cH:6]1. Starting materials: CC1(OCC(CO1)(C(NCC#C)=O)NC(OCC1=CC=CC=C1)=O)C (benzyl [2,2-dimethyl-5-(prop-2-yn-1-ylcarbamoyl)-1,3-dioxan-5-yl]carbamate). The reagents and catalysts are [Au](Cl)(Cl)Cl (gold (III) chloride). The solvent is ClCCl (dichloromethane). Run at time 3 day. The product is CC1(OCC(CO1)(C=1OC(=CN1)C)NC(OCC1=CC=CC=C1)=O)C (benzyl [2,2-dimethyl-5-(5-methyl-1,3-oxazol-2-yl)-1,3-dioxan-5-yl]carbamate). Yield: 8.8%. As a reaction SMILES: [CH3:1][C:2]1([CH3:25])[O:7][CH2:6][C:5]([NH:14][C:15](=[O:24])[O:16][CH2:17][C:18]2[CH:23]=[CH:22][CH:21]=[CH:20][CH:19]=2)([C:8](=[O:13])[NH:9][CH2:10][C:11]#[CH:12])[CH2:4][O:3]1>ClCCl.[Au](Cl)(Cl)Cl>[CH3:1][C:2]1([CH3:25])[O:3][CH2:4][C:5]([NH:14][C:15](=[O:24])[O:16][CH2:17][C:18]2[CH:23]=[CH:22][CH:21]=[CH:20][CH:19]=2)([C:8]2[O:13][C:11]([CH3:12])=[CH:10][N:9]=2)[CH2:6][O:7]1. Reported procedure: Under an argon atmosphere, to a solution of 400 mg of benzyl [2,2-dimethyl-5-(prop-2-yn-1-ylcarbamoyl)-1,3-dioxan-5-yl]carbamate in 4 ml of dichloromethane was added 104 mg of gold (III) chloride, followed by stirring at room temperature for 3 days. The reaction mixture was concentrated under reduced pressure and the obtained residue was purified by silica gel column chromatography to obtain 35 mg of benzyl [2,2-dimethyl-5-(5-methyl-1,3-oxazol-2-yl)-1,3-dioxan-5-yl]carbamate. Reactants: CO, COc1cccc(C(O)C[N+](=O)[O-])c1. Yields the product COc1cccc(C(O)CN)c1. As a reaction SMILES: [CH3:15][OH:16].[N+:1]([O-:2])(=[O:3])[CH2:4][CH:5]([OH:6])[c:7]1[cH:8][c:9]([O:13][CH3:14])[cH:10][cH:11][cH:12]1>>[NH2:1][CH2:4][CH:5]([OH:6])[c:7]1[cH:8][c:9]([O:13][CH3:14])[cH:10][cH:11][cH:12]1.